This data is from the Open Reaction Database (ORD), a public repository of structured organic reaction records. The task is: describe an organic reaction: reactants, conditions, products, and yield Starting materials: IC=1C=C(C=CC1)NC(\C=C/C(=O)O)=O (N-(m-iodophenyl)maleamic acid), C(C)(=O)[O-].[Na+] (Sodium acetate). Solvent: C(C)(=O)OC(C)=O (acetic anhydride). Run at temperature 120 celsius. Product: IC=1C=C(C=CC1)N1C(C=CC1=O)=O (N-(m-iodophenyl)maleimide). The yield is 79.6%. RXN SMILES: [I:1][C:2]1[CH:3]=[C:4]([NH:8][C:9](=[O:15])/[CH:10]=[CH:11]\[C:12]([OH:14])=O)[CH:5]=[CH:6][CH:7]=1.C([O-])(=O)C.[Na+]>C(OC(=O)C)(=O)C>[I:1][C:2]1[CH:3]=[C:4]([N:8]2[C:9](=[O:15])[CH:10]=[CH:11][C:12]2=[O:14])[CH:5]=[CH:6][CH:7]=1 |f:1.2|. Procedure: N-(m-iodophenyl)maleamic acid (1 g, 3.15 mmol) was placed in acetic anhydride (10 mL). Sodium acetate (1 g) was added and the solution stirred at 120° C. The dark brown filtrate was evaporated to dryness under reduced pressure and the residue was dissolved in diethyl ether. The ether mixture was filtered and the filtrate was again evaporated to dryness. The residue obtained was applied to a flash chromatography column (30×200 mm) of Kieselgel 60, 230-400 mesh). Elution with ethyl acetate/hexane ... Starting materials: C1(=CC=CC=C1)N(C1=CC=2C(C3=CC(=CC=C3C2C=C1)Br)(CCCCCCCCCC)CCCCCCCCCC)C1=CC=CC=C1 (N,N-diphenyl-7-bromo-9,9-di-n-decyl-9H-fluorene-2-amine), C1(=C(C=CC=C1)P(C1=C(C=CC=C1)C)C1=C(C=CC=C1)C)C (tri-o-tolylphosphine), C(=C)C1=CC=NC=C1 (4-vinylpyridine), palladium(Il) acetate. Run in C(C)N(CC)CC (triethylamine). The product is C1(=CC=CC=C1)N(C1=CC=2C(C3=CC(=CC=C3C2C=C1)C=CC1=CC=NC=C1)(CCCCCCCCCC)CCCCCCCCCC)C1=CC=CC=C1 (N.N-Diphenyl-7-(2-(4-pyridinyl)ethenyl)-9,9-di-n-decyl-9H-fluorene-2-amine). Yield: 59.5%. RXN SMILES: [C:1]1([N:7]([C:42]2[CH:47]=[CH:46][CH:45]=[CH:44][CH:43]=2)[C:8]2[CH:20]=[CH:19][C:18]3[C:17]4[C:12](=[CH:13][C:14](Br)=[CH:15][CH:16]=4)[C:11]([CH2:32][CH2:33][CH2:34][CH2:35][CH2:36][CH2:37][CH2:38][CH2:39][CH2:40][CH3:41])([CH2:22][CH2:23][CH2:24][CH2:25][CH2:26][CH2:27][CH2:28][CH2:29][CH2:30][CH3:31])[C:10]=3[CH:9]=2)[CH:6]=[CH:5][CH:4]=[CH:3][CH:2]=1.C1(C)C=CC=CC=1P(C1C=CC=CC=1C)C1C=CC=CC=1C.[CH:70]([C:72]1[CH:77]=[CH:76][N:75]=[CH:74][CH:73]=1)=[CH2:71]>C(N(CC)CC)C>[C:1]1([N:7]([C:42]2[CH:47]=[CH:46][CH:45]=[CH:44][CH:43]=2)[C:8]2[CH:20]=[CH:19][C:18]3[C:17]4[C:12](=[CH:13][C:14]([CH:71]=[CH:70][C:72]5[CH:77]=[CH:76][N:75]=[CH:74][CH:73]=5)=[CH:15][CH:16]=4)[C:11]([CH2:32][CH2:33][CH2:34][CH2:35][CH2:36][CH2:37][CH2:38][CH2:39][CH2:40][CH3:41])([CH2:22][CH2:23][CH2:24][CH2:25][CH2:26][CH2:27][CH2:28][CH2:29][CH2:30][CH3:31])[C:10]=3[CH:9]=2)[CH:6]=[CH:5][CH:4]=[CH:3][CH:2]=1. Procedure details: N,N-diphenyl-7-bromo-9,9-di-n-decyl-9H-fluorene-2-amine (8.08 9,11.66 mmol), tri-o-tolylphosphine (1.42 g, 4.67 mmol), triethylamine (30 ml, degassed with nitrogen for 15 minutes), 4-vinylpyridine (2.52 ml, 23.32 mmol) and palladium(Il) acetate (0.13 g, 0.58 mmol) were added to a single-necked round bottom flask equipped with a magnetic stirrer and reflux condenser. The solution was heated at reflux by means of an oil bath under nitrogen for 16 hours. The solvent was removed under reduced pressu... Starting materials: Cl.ClC1=C(C=C(C=C1)C(C(C(C)=O)CC1N2CCC(C1=O)CC2)=O)[N+](=O)[O-] (1-(4-chloro-3-nitrophenyl)-2-[(3-oxo-1-azabicyclo[2.2.2]oct-2-yl)methyl]-1,3-butanedione hydrochloride), Cl (hydrochloric acid). The product is Cl.ClC1=C(C=C(C=C1)C(CCC1N2CCC(C1=O)CC2)=O)[N+](=O)[O-] (2-[3-(4-Chloro-3-nitrophenyl)-3-oxopropyl]-1-azabicyclo[2.2.2]octan-3-one hydrochloride). RXN SMILES: Cl.[Cl:2][C:3]1[CH:8]=[CH:7][C:6]([C:9](=[O:24])[CH:10]([CH2:14][CH:15]2[C:20](=[O:21])[CH:19]3[CH2:22][CH2:23][N:16]2[CH2:17][CH2:18]3)C(=O)C)=[CH:5][C:4]=1[N+:25]([O-:27])=[O:26].Cl>>[ClH:2].[Cl:2][C:3]1[CH:8]=[CH:7][C:6]([C:9](=[O:24])[CH2:10][CH2:14][CH:15]2[C:20](=[O:21])[CH:19]3[CH2:22][CH2:23][N:16]2[CH2:17][CH2:18]3)=[CH:5][C:4]=1[N+:25]([O-:27])=[O:26] |f:0.1,3.4|. Procedure details: In a manner similar to Example XXVI react 1-(4-chloro-3-nitrophenyl)-2-[(3-oxo-1-azabicyclo[2.2.2]oct-2-yl)methyl]-1,3-butanedione hydrochloride in refluxing concentrated hydrochloric acid to afford the title compound. Starting materials: NC1=NC=CC(=C1)C1C(N=C(S1)CC)(C1=CC(=CC=C1)C#N)C=1C=C(C(=O)O)C=CC1 (3-[5-(2-amino-4-pyridyl)-4-(3-cyanophenyl)-2-ethyl-1,3-thiazol-4-yl]benzoic acid), S(O)(O)(=O)=O (sulfuric acid), CO (methanol), [OH-].[Na+] (sodium hydroxide). Run at temperature 70 celsius, time 5 hour. The product is NC1=NC=CC(=C1)C1=C(N=C(S1)CC)C=1C=C(C(=O)OC)C=CC1 (Methyl 3-[5-(2-amino-4-pyridyl)-2-ethyl-1,3-thiazol-4-yl]benzoate). The yield is 85.0%. As a reaction SMILES: [NH2:1][C:2]1[CH:7]=[C:6]([CH:8]2[S:12][C:11]([CH2:13][CH3:14])=[N:10][C:9]2([C:23]2[CH:24]=[C:25]([CH:29]=[CH:30][CH:31]=2)[C:26]([OH:28])=[O:27])C2C=CC=C(C#N)C=2)[CH:5]=[CH:4][N:3]=1.S(=O)(=O)(O)O.[OH-].[Na+].[CH3:39]O>>[NH2:1][C:2]1[CH:7]=[C:6]([C:8]2[S:12][C:11]([CH2:13][CH3:14])=[N:10][C:9]=2[C:23]2[CH:24]=[C:25]([CH:29]=[CH:30][CH:31]=2)[C:26]([O:28][CH3:39])=[O:27])[CH:5]=[CH:4][N:3]=1 |f:2.3|. Reported procedure: To a solution of 3-[5-(2-amino-4-pyridyl)-4-(3-cyanophenyl)-2-ethyl-1,3-thiazol-4-yl]benzoic acid (0.3 g, 1.0 mmol) in methanol (10 mL) was added concentrated sulfuric acid (0.1 mL) and the mixture was stirred for 5 hours at 70° C. The reaction mixture was basified with sodium hydroxide solution and extracted with ethyl acetate. The extracts were washed with water, then, dried and concentrated. The residue was washed with hexane-ethyl acetate to obtain a title compound (0.29 g, yield 85%).